This data is from the Open Reaction Database (ORD), a public repository of structured organic reaction records. The task is: describe an organic reaction: reactants, conditions, products, and yield The reactants are ClC=1C2=C(N=CN1)CC[C@H]2C ((R)-4-chloro-5-methyl-6,7-dihydro-5H-cyclopenta[d]pyrimidine), C1=CC(=CC(=C1)Cl)C(=O)OO (m-CPBA), [O-]S(=O)[O-].[Na+].[Na+] (Na2SO3), C(=O)([O-])[O-].[Na+].[Na+] (Na2CO3). The solvent is C(Cl)(Cl)Cl (CHCl3), O (water), O (water). Run at temperature 0 celsius, time 8 hour. Product: ClC1=C2C(=[N+](C=N1)[O-])CC[C@H]2C ((R)-4-chloro-5-methyl-6,7-dihydro-5H-cyclopenta[d]pyrimidine 1-oxide). The yield is 99.3%. As a reaction SMILES: [Cl:1][C:2]1[C:3]2[C@H:10]([CH3:11])[CH2:9][CH2:8][C:4]=2[N:5]=[CH:6][N:7]=1.C1C=C(Cl)C=C(C(OO)=[O:20])C=1.[O-]S([O-])=O.[Na+].[Na+].C([O-])([O-])=O.[Na+].[Na+]>C(Cl)(Cl)Cl.O>[Cl:1][C:2]1[N:7]=[CH:6][N+:5]([O-:20])=[C:4]2[CH2:8][CH2:9][C@@H:10]([CH3:11])[C:3]=12 |f:2.3.4,5.6.7|. Procedure: A solution of (R)-4-chloro-5-methyl-6,7-dihydro-5H-cyclopenta[d]pyrimidine (5.0 g, 30 mmol) in CHCl3 (80 mL) at 0° C. was treated with m-CPBA (12 g, 53 mmol) in portions. The reaction was stirred at about room temperature overnight. The reaction was cooled to 0° C. and to this was added Na2SO3 (25 g, 200 mmol) in water (100 mL) (slurry), followed by dropwise addition of Na2CO3 (14 g, 130 mmol) in water (100 mL). The mixture was stirred for about 30 minutes. The aqueous phase was extracted with C...